Task: describe an organic reaction: reactants, conditions, products, and yield. Dataset: the Open Reaction Database (ORD), a public repository of structured organic reaction records The reactants are C(C1=CC=CC=C1)O[C@H]1[C@@H]([C@H]2N=C(S[C@H]2O[C@@H]1[C@](C(F)(F)F)(C)O)N(C(OC(C)(C)C)=O)CC)F (tert-butyl ((3aR,5S,6R,7R,7aR)-6-(benzyloxy)-7-fluoro-5-((S)-1,1,1-trifluoro-2-hydroxypropan-2-yl)-5,6,7,7a-tetrahydro-3aH-pyrano[3,2-d]thiazol-2-yl)(ethyl)carbamate), B(Cl)(Cl)Cl (BCl3). The product is C(C)NC=1S[C@@H]2[C@H](N1)[C@H]([C@@H]([C@H](O2)[C@](C(F)(F)F)(C)O)O)F ((3aR,5S,6R,7R,7aR)-2-(ethylamino)-7-fluoro-5-((S)-1,1,1-trifluoro-2-hydroxypropan-2-yl)-5,6,7,7a-tetrahydro-3aH-pyrano[3,2-d]thiazol-6-ol), solid. Yield: 85.0%. Reaction SMILES: C([O:8][C@@H:9]1[C@@H:17]([C@@:18]([OH:24])([CH3:23])[C:19]([F:22])([F:21])[F:20])[O:16][C@H:15]2[C@H:11]([N:12]=[C:13]([N:25]([CH2:33][CH3:34])C(=O)OC(C)(C)C)[S:14]2)[C@H:10]1[F:35])C1C=CC=CC=1.B(Cl)(Cl)Cl>>[CH2:33]([NH:25][C:13]1[S:14][C@H:15]2[O:16][C@H:17]([C@@:18]([OH:24])([CH3:23])[C:19]([F:22])([F:21])[F:20])[C@@H:9]([OH:8])[C@H:10]([F:35])[C@H:11]2[N:12]=1)[CH3:34]. Procedure: The above material, tert-butyl ((3aR,5S,6R,7R,7aR)-6-(benzyloxy)-7-fluoro-5-((S)-1,1,1-trifluoro-2-hydroxypropan-2-yl)-5,6,7,7a-tetrahydro-3aH-pyrano[3,2-d]thiazol-2-yl)(ethyl)carbamate (0.057 g, 0.11 mmol), was deprotected with BCl3 using the procedure described for Example 20. After purification on silica gel by flash column chromatography (1.0 M NH3 in MeOH/DCM, 1:17), (3aR,5S,6R,7R,7aR)-2-(ethylamino)-7-fluoro-5-((S)-1,1,1-trifluoro-2-hydroxypropan-2-yl)-5,6,7,7a-tetrahydro-3aH-pyrano[3,2-d]... Reactants: CO, ClC(Cl)Cl, O=CCn1c(=O)ccc2ccc(F)cc21, CC(C)(C)OC(=O)NC1CCNCC1. Yields the product CC(C)(C)OC(=O)NC1CCN(CCn2c(=O)ccc3ccc(F)cc32)CC1. RXN SMILES: [CH3:34][OH:35].[CH:30]([Cl:31])([Cl:32])[Cl:33].[F:1][c:2]1[cH:3][cH:4][c:5]2[cH:6][cH:7][c:8](=[O:15])[n:9]([CH2:12][CH:13]=[O:14])[c:10]2[cH:11]1.[NH:16]1[CH2:17][CH2:18][CH:19]([NH:22][C:23]([O:24][C:25]([CH3:26])([CH3:27])[CH3:28])=[O:29])[CH2:20][CH2:21]1>>[F:1][c:2]1[cH:3][cH:4][c:5]2[cH:6][cH:7][c:8](=[O:15])[n:9]([CH2:12][CH2:13][N:16]3[CH2:17][CH2:18][CH:19]([NH:22][C:23]([O:24][C:25]([CH3:26])([CH3:27])[CH3:28])=[O:29])[CH2:20][CH2:21]3)[c:10]2[cH:11]1. Reagents/catalysts: C1(=CC=CC=C1)P(C=1[C-](C=CC1)N(C)C)C1=CC=CC=C1.[CH-]1C=CC=C1.[Fe+2] (2-Diphenylphosphino-dimethylaminoferrocene), C=1C=CC(=CC1)/C=C/C(=O)/C=C/C2=CC=CC=C2.C=1C=CC(=CC1)/C=C/C(=O)/C=C/C2=CC=CC=C2.C=1C=CC(=CC1)/C=C/C(=O)/C=C/C2=CC=CC=C2.[Pd].[Pd] (Pd2(dba)3). The yield is 43.2%. Yields the product [N+](=O)([O-])C1=C(C=CC=C1)N1CCOCC1 (N-(2-Nitrophenyl)morpholine). Procedure: According to General Procedure B, a mixture of 2-nitro chlorobenzene (79 mg, 0.50 mmol), morpholine (52 μL, 0.60 mmol), NaOt-Bu (67 mg, 0.70 mmol), Pd2(dba)3.CHCl3 (10 mg, 0.01 mmol) and 12f (0.4 mL of 0.05 M solution in PhMe) in PhMe (2.5 mL) was heated, cooled and filtered. Evaporation of the solvent under reduced pressure and column chromatography of the pre-adsorbed crude material (40% Et2O in hexane, silica gel) gave 52d (45 mg, 43%) as a yellow oil. 1H NMR (300 MHz, CDCl3) δ 7.79 (d, 1H, J... Reaction SMILES: [N+:1]([C:4]1[CH:9]=[CH:8][CH:7]=[CH:6][C:5]=1Cl)([O-:3])=[O:2].[NH:11]1[CH2:16][CH2:15][O:14][CH2:13][CH2:12]1.CC([O-])(C)C.[Na+].C(Cl)(Cl)Cl>C1(C)C=CC=CC=1.C1C=CC(/C=C/C(/C=C/C2C=CC=CC=2)=O)=CC=1.C1C=CC(/C=C/C(/C=C/C2C=CC=CC=2)=O)=CC=1.C1C=CC(/C=C/C(/C=C/C2C=CC=CC=2)=O)=CC=1.[Pd].[Pd].C1(P(C2C=CC=CC=2)C2[C-](N(C)C)C=CC=2)C=CC=CC=1.[CH-]1C=CC=C1.[Fe+2]>[N+:1]([C:4]1[CH:9]=[CH:8][CH:7]=[CH:6][C:5]=1[N:11]1[CH2:16][CH2:15][O:14][CH2:13][CH2:12]1)([O-:3])=[O:2] |f:2.3,6.7.8.9.10,11.12.13|. Reactants: C(Cl)(Cl)Cl (CHCl3), [N+](=O)([O-])C1=C(C=CC=C1)Cl (2-nitro chlorobenzene), N1CCOCC1 (morpholine), CC(C)(C)[O-].[Na+] (NaOt-Bu). Run in C1(=CC=CC=C1)C (PhMe). The reactants are Cl.NCC(C(=O)OC)C1=CC(=CC=C1)OC (Methyl 3-amino-2-(3-methoxyphenyl)propanoate hydrochloride), C(=O)OCC (ethyl formate). Run in C(C)(=O)OCC (ethyl acetate). Yields the product C(=O)NCC(C(=O)OC)C1=CC(=CC=C1)OC (Methyl 3-(formylamino)-2-(3-methoxyphenyl)propanoate). Reaction SMILES: Cl.[NH2:2][CH2:3][CH:4]([C:9]1[CH:14]=[CH:13][CH:12]=[C:11]([O:15][CH3:16])[CH:10]=1)[C:5]([O:7][CH3:8])=[O:6].[CH:17](OCC)=[O:18]>C(OCC)(=O)C>[CH:17]([NH:2][CH2:3][CH:4]([C:9]1[CH:14]=[CH:13][CH:12]=[C:11]([O:15][CH3:16])[CH:10]=1)[C:5]([O:7][CH3:8])=[O:6])=[O:18] |f:0.1|. Procedure: The compound obtained in Step B (20.25 g; 0.08 mol), in the form of a base, is dissolved in 130 ml of ethyl formate (1.81 mol). The reaction mixture is heated at reflux for 6 hours and then evaporated under reduced pressure. The oil obtained is taken up in ethyl acetate. The organic phase is washed with basic water (NaHCO3), dried over magnesium sulphate, filtered and evaporated to yield the title product in the form of a yellow oil. The reactants are CN1CC2=C(N(C=3C=CC(=CC23)C)CC(C)(O)C=2C=NC(=CC2)C)CC1 (1-(1,2,3,4-Tetrahydro-2,8-dimethylpyrido[4,3-b]indol-5-yl)-2-(6-methylpyridin-3-yl)propan-2-ol), S(O)(O)(=O)=O (sulfuric acid), [OH-].[K+] (KOH). The solvent is ice water. Yields the product CN1CC2=C(N(C=3C=CC(=CC23)C)\C=C(/C)\C=2C=NC(=CC2)C)CC1 ((E)-2,3,4,5-tetrahydro-2,8-dimethyl-5-(2-(6-methylpyridin-3-yl)prop-1-enyl)-1H-pyrido[4,3-b]indole). RXN SMILES: [CH3:1][N:2]1[CH2:26][CH2:25][C:5]2[N:6]([CH2:14][C:15]([C:18]3[CH:19]=[N:20][C:21]([CH3:24])=[CH:22][CH:23]=3)(O)[CH3:16])[C:7]3[CH:8]=[CH:9][C:10]([CH3:13])=[CH:11][C:12]=3[C:4]=2[CH2:3]1.S(=O)(=O)(O)O.[OH-].[K+]>>[CH3:1][N:2]1[CH2:26][CH2:25][C:5]2[N:6](/[CH:14]=[C:15](/[C:18]3[CH:19]=[N:20][C:21]([CH3:24])=[CH:22][CH:23]=3)\[CH3:16])[C:7]3[CH:8]=[CH:9][C:10]([CH3:13])=[CH:11][C:12]=3[C:4]=2[CH2:3]1 |f:2.3|. Procedure: 1-(1,2,3,4-Tetrahydro-2,8-dimethylpyrido[4,3-b]indol-5-yl)-2-(6-methylpyridin-3-yl)propan-2-ol (1 g, 2.86 mmol, 1 equiv.) was refluxed with 25% sulfuric acid (7 mL) for 2 h. The reaction mixture was cooled to 5° C. in ice-water bath. KOH (15% aqueous solution) was added dropwise to the reaction mixture until pH 9-10 was achieved. The reaction mixture was extracted with EtOAc (3×10 mL). The combined organic layer was washed with water (10 mL) followed by brine, dried over sodium sulfate and evapo... Yields the product CCOC(=O)c1n[nH]c(C)c1Br. The reactants are O=C1CCC(=O)N1Br, CCOC(=O)c1cc(C)[nH]n1, CC#N. Reaction SMILES: [Br:12][N:13]1[C:14](=[O:15])[CH2:16][CH2:17][C:18]1=[O:19].[CH3:1][c:2]1[cH:3][c:4]([C:7](=[O:8])[O:9][CH2:10][CH3:11])[n:5][nH:6]1.[CH3:20][C:21]#[N:22]>>[CH3:1][c:2]1[c:3]([Br:12])[c:4]([C:7](=[O:8])[O:9][CH2:10][CH3:11])[n:5][nH:6]1. Reactants: CC(C)(C)c1cc(CCC(=O)NN)cc(C(C)(C)C)c1O, CCCCCCCCC1CC(=O)OC1=O, Cc1ccccc1, O. The product is CCCCCCCCC1CC(=O)N(NC(=O)CCc2cc(C(C)(C)C)c(O)c(C(C)(C)C)c2)C1=O. Reaction SMILES: [C:1]([CH3:2])([CH3:3])([CH3:4])[c:5]1[cH:6][c:7]([CH2:16][CH2:17][C:18](=[O:19])[NH:20][NH2:21])[cH:8][c:9]([C:12]([CH3:13])([CH3:14])[CH3:15])[c:10]1[OH:11].[CH2:22]([CH2:23][CH2:24][CH2:25][CH2:26][CH2:27][CH2:28][CH3:29])[CH:30]1[C:31](=[O:32])[O:33][C:34](=[O:36])[CH2:35]1.[CH3:37][c:38]1[cH:39][cH:40][cH:41][cH:42][cH:43]1.[OH2:44]>>[C:1]([CH3:2])([CH3:3])([CH3:4])[c:5]1[cH:6][c:7]([CH2:16][CH2:17][C:18](=[O:19])[NH:20][N:21]2[C:31](=[O:32])[CH:30]([CH2:22][CH2:23][CH2:24][CH2:25][CH2:26][CH2:27][CH2:28][CH3:29])[CH2:35][C:34]2=[O:33])[cH:8][c:9]([C:12]([CH3:13])([CH3:14])[CH3:15])[c:10]1[OH:11].